This data is from the Open Reaction Database (ORD), a public repository of structured organic reaction records. The task is: describe an organic reaction: reactants, conditions, products, and yield Starting materials: C(#N)C(C)(C)C1=CC=C(C(=O)NC2=CC=C(C=C2)C2=CN=C(S2)C(=O)NC(C(=O)OC)C(C)C)C=C1 (Methyl 2-(5-(4-(4-(2-cyanopropan-2-yl)benzamido)phenyl)thiazole-2-carboxamido)-3-methylbutanoate). Run in C1CCOC1 (THF), CO (methanol), O.[OH-].[Li+] (lithium hydroxide monohydrate). Conditions: time 8 hour. Yields the product C(#N)C(C)(C)C1=CC=C(C(=O)NC2=CC=C(C=C2)C2=CN=C(S2)C(=O)NC(C(=O)O)C(C)C)C=C1 (2-(5-(4-(4-(2-cyanopropan-2-yl)benzamido)phenyl)thiazole-2-carboxamido)-3-methylbutanoic acid). Reaction SMILES: [C:1]([C:3]([C:6]1[CH:36]=[CH:35][C:9]([C:10]([NH:12][C:13]2[CH:18]=[CH:17][C:16]([C:19]3[S:23][C:22]([C:24]([NH:26][CH:27]([CH:32]([CH3:34])[CH3:33])[C:28]([O:30]C)=[O:29])=[O:25])=[N:21][CH:20]=3)=[CH:15][CH:14]=2)=[O:11])=[CH:8][CH:7]=1)([CH3:5])[CH3:4])#[N:2]>C1COCC1.CO.O.[OH-].[Li+]>[C:1]([C:3]([C:6]1[CH:36]=[CH:35][C:9]([C:10]([NH:12][C:13]2[CH:14]=[CH:15][C:16]([C:19]3[S:23][C:22]([C:24]([NH:26][CH:27]([CH:32]([CH3:33])[CH3:34])[C:28]([OH:30])=[O:29])=[O:25])=[N:21][CH:20]=3)=[CH:17][CH:18]=2)=[O:11])=[CH:8][CH:7]=1)([CH3:4])[CH3:5])#[N:2] |f:3.4.5|. Reported procedure: To methyl 2-(5-(4-(4-(2-cyanopropan-2-yl)benzamido)phenyl)thiazole-2-carboxamido)-3-methylbutanoate (Example 85, 65 mg) in THF (1 ml), methanol (1 ml) and 1M lithium hydroxide monohydrate (0.51 ml) was added and reaction mixture was stirred overnight at RT. Organic solvent was concentrated and added water, dilute HCl was added under stirring to pH acidic. The reaction mixture was filtered, to obtain the title compound. Yield: 22 mg (35%). 1HNMR (DMSO-d6, 300 MHz): δ 13.0 (bs, 1H), 10.49 (s, 1H),... Reactants: [F-].[K+] (Potassium fluoride), [OH-].[Na+] (NaOH), [Si](C)(C)(C(C)(C)C)OC1=CC=C(C=C1)[Te]C1=CC=C(C=C1)O[Si](C)(C)C(C)(C)C (4,4'Di(t-butyldimethylsilyloxy)-1,1'-tellurobisbenzene), O (water). Run in ClCCl (dichloromethane), CCOCC (ether), CO (methanol), CO (methanol). Yields the product [Te](C1=CC=C(C=C1)O)C1=CC=C(C=C1)O (4,4'-Tellurobisphenol). Isolated yield 76.5%. RXN SMILES: [Si]([O:8][C:9]1[CH:14]=[CH:13][C:12]([Te:15][C:16]2[CH:21]=[CH:20][C:19]([O:22][Si](C(C)(C)C)(C)C)=[CH:18][CH:17]=2)=[CH:11][CH:10]=1)(C(C)(C)C)(C)C.[F-].[K+].O.[OH-].[Na+]>CO.ClCCl.CCOCC>[Te:15]([C:16]1[CH:21]=[CH:20][C:19]([OH:22])=[CH:18][CH:17]=1)[C:12]1[CH:13]=[CH:14][C:9]([OH:8])=[CH:10][CH:11]=1 |f:1.2,4.5|. Procedure details: Silyl ether 4b (54.2 g, 0.1 mol) was taken up in methanol (200 mL) in a 500 mL round bottom flask. Potassium fluoride (11.6 g, 0.2 mol) was added, and the reaction mixture was heated to reflux for 1.5 h under argon. After the reaction mixture was cooled to room temperature, it was poured into rapidly stirring water (1.2 L), using additional methanol (20 mL) to facilitate the transfer. The pH was adjusted to 14 with 10% NaOH (approx. 40 mL), and the reaction mixture was filtered through Celite di... Reactants: C=CCN, C1CCOC1, CO, COC(=O)c1cc([N+](=O)[O-])c(F)c(F)c1Nc1ccc(I)cc1F, O. Yields the product C=CCNc1c([N+](=O)[O-])cc(C(=O)OC)c(Nc2ccc(I)cc2F)c1F. RXN SMILES: [CH2:25]([CH:26]=[CH2:27])[NH2:28].[CH2:32]1[O:33][CH2:34][CH2:35][CH2:36]1.[CH3:29][OH:30].[F:1][c:2]1[c:3]([NH:16][c:17]2[c:18]([F:24])[cH:19][c:20]([I:23])[cH:21][cH:22]2)[c:4]([C:5](=[O:6])[O:7][CH3:8])[cH:9][c:10]([N+:13](=[O:14])[O-:15])[c:11]1[F:12].[OH2:31]>>[F:1][c:2]1[c:3]([NH:16][c:17]2[c:18]([F:24])[cH:19][c:20]([I:23])[cH:21][cH:22]2)[c:4]([C:5](=[O:6])[O:7][CH3:8])[cH:9][c:10]([N+:13](=[O:14])[O-:15])[c:11]1[NH:28][CH2:25][CH:26]=[CH2:27]. The reactants are BrB(Br)Br, ClCCl, COc1cc(C(N)(CC2c3ccccc3Oc3ccccc32)C(=O)O)ccc1C(=O)O, O. Yields the product NC(CC1c2ccccc2Oc2ccccc21)(C(=O)O)c1ccc(C(=O)O)c(O)c1. As a reaction SMILES: [B:32]([Br:33])([Br:34])[Br:35].[Cl:36][CH2:37][Cl:38].[NH2:1][C:2]([C:3](=[O:4])[OH:5])([CH2:6][CH:7]1[c:8]2[cH:9][cH:10][cH:11][cH:12][c:13]2[O:14][c:15]2[cH:16][cH:17][cH:18][cH:19][c:20]21)[c:21]1[cH:22][c:23]([O:30][CH3:31])[c:24]([C:27](=[O:28])[OH:29])[cH:25][cH:26]1.[OH2:39]>>[NH2:1][C:2]([C:3](=[O:4])[OH:5])([CH2:6][CH:7]1[c:8]2[cH:9][cH:10][cH:11][cH:12][c:13]2[O:14][c:15]2[cH:16][cH:17][cH:18][cH:19][c:20]21)[c:21]1[cH:22][c:23]([OH:30])[c:24]([C:27](=[O:28])[OH:29])[cH:25][cH:26]1. Reactants: CC(C)(C)Br, O=C([O-])[O-], O=C(NC(CO)C(=O)O)OCc1ccccc1, CC[N+](CC)(CC)Cc1ccccc1, CC#N, [Cl-], [K+], [K+]. Product: CC(C)(C)OC(=O)C(CO)NC(=O)OCc1ccccc1. RXN SMILES: [Br:24][C:25]([CH3:26])([CH3:27])[CH3:28].[C:18](=[O:19])([O-:20])[O-:21].[C:1](=[O:2])([O:3][CH2:4][c:5]1[cH:6][cH:7][cH:8][cH:9][cH:10]1)[NH:11][CH:12]([CH2:13][OH:14])[C:15](=[O:16])[OH:17].[CH2:30]([N+:31]([CH2:32][CH3:33])([CH2:34][CH3:35])[CH2:36][CH3:37])[c:38]1[cH:39][cH:40][cH:41][cH:42][cH:43]1.[CH3:44][C:45]#[N:46].[Cl-:29].[K+:22].[K+:23]>>[C:1](=[O:2])([O:3][CH2:4][c:5]1[cH:6][cH:7][cH:8][cH:9][cH:10]1)[NH:11][CH:12]([CH2:13][OH:14])[C:15]([O:16][C:25]([CH3:26])([CH3:27])[CH3:28])=[O:17]. The reactants are C(C)(C)(C)C1=NC2=C(N1CC1CCC(CC1)(F)F)C=CC(=C2)S(=O)(=O)Cl (2-tert-Butyl-1-[(4,4-difluorocyclohexyl)methyl]-1H-benzimidazole-5-sulfonyl chloride), N1C[C@H](CCC1)C(=O)OCC (ethyl (3S)-piperidine-3-carboxylate). Conditions: time 1 hour. Product: C(C)(C)(C)C1=NC2=C(N1CC1CCC(CC1)(F)F)C=CC(=C2)S(=O)(=O)N2C[C@H](CCC2)C(=O)OCC (ethyl (3S)-1-({2-tert-butyl-1-[(4,4-difluorocyclohexyl)methyl]-1H-benzimidazol-5-yl}sulfonyl)piperidine-3-carboxylate). Reaction SMILES: [C:1]([C:5]1[N:9]([CH2:10][CH:11]2[CH2:16][CH2:15][C:14]([F:18])([F:17])[CH2:13][CH2:12]2)[C:8]2[CH:19]=[CH:20][C:21]([S:23](Cl)(=[O:25])=[O:24])=[CH:22][C:7]=2[N:6]=1)([CH3:4])([CH3:3])[CH3:2].[NH:27]1[CH2:32][CH2:31][CH2:30][C@H:29]([C:33]([O:35][CH2:36][CH3:37])=[O:34])[CH2:28]1>>[C:1]([C:5]1[N:9]([CH2:10][CH:11]2[CH2:16][CH2:15][C:14]([F:18])([F:17])[CH2:13][CH2:12]2)[C:8]2[CH:19]=[CH:20][C:21]([S:23]([N:27]3[CH2:32][CH2:31][CH2:30][C@H:29]([C:33]([O:35][CH2:36][CH3:37])=[O:34])[CH2:28]3)(=[O:25])=[O:24])=[CH:22][C:7]=2[N:6]=1)([CH3:4])([CH3:3])[CH3:2]. Procedure: 2-tert-Butyl-1-[(4,4-difluorocyclohexyl)methyl]-1H-benzimidazole-5-sulfonyl chloride (1.2 g, 2.9 mmol) was slowly added to a solution of ethyl (3S)-piperidine-3-carboxylate (0.7 g, 4.4 mmol) and DIPLA (2.6 mL, 14 mmol) in DCL (50 mL) at 80° C. The reaction mixture was stirred for 1 h and the solvent was concentrated. The product was purified by MPLC on silica gel using 60-90% EtOAc/Heptane to provide the title compound as white solid. Yield: 1.5 g (96%); MS (ESI) (M+H)+=526.0.